Dataset: the Open Reaction Database (ORD), a public repository of structured organic reaction records. Task: describe an organic reaction: reactants, conditions, products, and yield Reactants: C(C)(C)(C)OC(=O)N1C[C@@H]([C@H](CC1)C1=CC=C(C=C1)OCCCOCC1=C(C=CC=C1)OC)OCC1=CC2=CC(=CC=C2C=C1)OCCN1CCN(CC1)C ((3R,4R)-4-[4-[3-(2-methoxy-benzyloxy)-propoxy]-phenyl]-3-[7-[2-(4-methyl-piperazin-1-yl)-ethoxy]-naphthalen-2-ylmethoxy]-piperidine-1-carboxylic acid tert-butylester), solution, Cl (hydrogen chloride). Solvent: CO (methanol), CO (methanol). Run at temperature 50 celsius, time 4 hour. The product is COC1=C(COCCCOC2=CC=C(C=C2)[C@@H]2[C@H](CNCC2)OCC2=CC=C3C=CC(=CC3=C2)OCCN2CCN(CC2)C)C=CC=C1 (1-[2-[7-[(3R,4R)-4-[4-[3-(2-methoxy-benzyloxy)-propoxy]-phenyl]-piperidin-3-yloxymethyl]-naphthalen-2-yloxy]-ethyl]-4-methyl-piperazine). Reaction SMILES: C(OC([N:8]1[CH2:13][CH2:12][C@H:11]([C:14]2[CH:19]=[CH:18][C:17]([O:20][CH2:21][CH2:22][CH2:23][O:24][CH2:25][C:26]3[CH:31]=[CH:30][CH:29]=[CH:28][C:27]=3[O:32][CH3:33])=[CH:16][CH:15]=2)[C@@H:10]([O:34][CH2:35][C:36]2[CH:45]=[CH:44][C:43]3[C:38](=[CH:39][C:40]([O:46][CH2:47][CH2:48][N:49]4[CH2:54][CH2:53][N:52]([CH3:55])[CH2:51][CH2:50]4)=[CH:41][CH:42]=3)[CH:37]=2)[CH2:9]1)=O)(C)(C)C.Cl>CO>[CH3:33][O:32][C:27]1[CH:28]=[CH:29][CH:30]=[CH:31][C:26]=1[CH2:25][O:24][CH2:23][CH2:22][CH2:21][O:20][C:17]1[CH:16]=[CH:15][C:14]([C@H:11]2[CH2:12][CH2:13][NH:8][CH2:9][C@@H:10]2[O:34][CH2:35][C:36]2[CH:37]=[C:38]3[C:43]([CH:42]=[CH:41][C:40]([O:46][CH2:47][CH2:48][N:49]4[CH2:50][CH2:51][N:52]([CH3:55])[CH2:53][CH2:54]4)=[CH:39]3)=[CH:44][CH:45]=2)=[CH:19][CH:18]=1. Procedure details: A solution of 9.15 g (12.14 mmol) (3R,4R)-4-[4-[3-(2-methoxy-benzyloxy)-propoxy]-phenyl]-3-[7-[2-(4-methyl-piperazin-1-yl)-ethoxy]-naphthalen-2-ylmethoxy]-piperidine-1-carboxylic acid tert-butylester in 250 ml of methanol was treated at room temperature with 36.41 ml of a 2.0 M solution of hydrogen chloride in methanol and the mixture was stirred at 50° C. for 4 hours. Subsequently, the solution was evaporated under reduced pressure and the residue was partitioned between 200 ml of saturated sod... RXN SMILES: [CH3:1][O:2][CH:3]=[C:4]1[C:5](=[O:15])[NH:6][C:7](=[O:14])[c:8]2[cH:9][cH:10][cH:11][cH:12][c:13]21.[CH3:25][N:26]([CH3:27])[CH:28]=[O:29].[NH2:16][c:17]1[cH:18][cH:19][c:20]([CH2:21][OH:22])[cH:23][cH:24]1>>[CH:3](=[C:4]1[C:5](=[O:15])[NH:6][C:7](=[O:14])[c:8]2[cH:9][cH:10][cH:11][cH:12][c:13]21)[NH:16][c:17]1[cH:18][cH:19][c:20]([CH2:21][OH:22])[cH:23][cH:24]1. The product is O=C1NC(=O)c2ccccc2C1=CNc1ccc(CO)cc1. Starting materials: COC=C1C(=O)NC(=O)c2ccccc21, CN(C)C=O, Nc1ccc(CO)cc1. Procedure details: TBAF (1.0 M solution in THF, 404 μL) was added to a solution of (E)-(6S*,8R*,9aR*)-8-(tert-butyldimethylsilanyloxy)-6-(4-fluorophenyl)-3-[3-methoxy-4-(4-methyl-1H-imidazol-1-yl)benzylidene]-8-methyloctahydroquinolizin-4-one (102 mg) in THF (2.0 mL), and the reaction solution was stirred at room temperature overnight. A saturated ammonium chloride solution and ethyl acetate were added to the reaction solution, and the organic layer was separated. The resulting organic layer was washed with brine,... The solvent is C1CCOC1 (THF). Product: FC1=CC=C(C=C1)[C@H]1N2C(/C(/CC[C@@H]2C[C@@](C1)(C)O)=C/C1=CC(=C(C=C1)N1C=NC(=C1)C)OC)=O ((E)-(6S*,8R*,9aR*)-6-(4-fluorophenyl)-8-hydroxy-3-[3-methoxy-4-(4-methyl-1H-imidazol-1-yl)benzylidene]-8-methyloctahydroquinolizin-4-one). Reactants: CCCC[N+](CCCC)(CCCC)CCCC.[F-] (TBAF), [Si](C)(C)(C(C)(C)C)O[C@]1(C[C@H](N2C(/C(/CC[C@@H]2C1)=C/C1=CC(=C(C=C1)N1C=NC(=C1)C)OC)=O)C1=CC=C(C=C1)F)C ((E)-(6S*,8R*,9aR*)-8-(tert-butyldimethylsilanyloxy)-6-(4-fluorophenyl)-3-[3-methoxy-4-(4-methyl-1H-imidazol-1-yl)benzylidene]-8-methyloctahydroquinolizin-4-one), [Cl-].[NH4+] (ammonium chloride), C(C)(=O)OCC (ethyl acetate). RXN SMILES: CCCC[N+](CCCC)(CCCC)CCCC.[F-].[Si]([O:26][C@:27]1([CH3:60])[CH2:36][C@@H:35]2[N:30]([C:31](=[O:52])/[C:32](=[CH:37]/[C:38]3[CH:43]=[CH:42][C:41]([N:44]4[CH:48]=[C:47]([CH3:49])[N:46]=[CH:45]4)=[C:40]([O:50][CH3:51])[CH:39]=3)/[CH2:33][CH2:34]2)[C@H:29]([C:53]2[CH:58]=[CH:57][C:56]([F:59])=[CH:55][CH:54]=2)[CH2:28]1)(C(C)(C)C)(C)C.[Cl-].[NH4+].C(OCC)(=O)C>C1COCC1>[F:59][C:56]1[CH:57]=[CH:58][C:53]([C@@H:29]2[CH2:28][C@@:27]([OH:26])([CH3:60])[CH2:36][C@@H:35]3[N:30]2[C:31](=[O:52])/[C:32](=[CH:37]/[C:38]2[CH:43]=[CH:42][C:41]([N:44]4[CH:48]=[C:47]([CH3:49])[N:46]=[CH:45]4)=[C:40]([O:50][CH3:51])[CH:39]=2)/[CH2:33][CH2:34]3)=[CH:54][CH:55]=1 |f:0.1,3.4|. Yield: 80.7%. Reaction conditions: time 8 hour. The reactants are B(Br)(Br)Br (BBr3), COC=1C=C2C(=CCC2=CC1OC)C1=CC=C(C=C1)OC (5,6-dimethoxy-3-(4-methoxyphenyl)indene), [Na+].[Cl-] (NaCl), ice water, CCOC(=O)C (AcOEt). RXN SMILES: B(Br)(Br)Br.C[O:6][C:7]1[CH:8]=[C:9]2[C:13](=[CH:14][C:15]=1[O:16]C)[CH2:12][CH:11]=[C:10]2[C:18]1[CH:23]=[CH:22][C:21]([O:24]C)=[CH:20][CH:19]=1.CCOC(C)=O.[Na+].[Cl-]>C(Cl)Cl>[OH:6][C:7]1[CH:8]=[C:9]2[C:13](=[CH:14][C:15]=1[OH:16])[CH2:12][CH:11]=[C:10]2[C:18]1[CH:23]=[CH:22][C:21]([OH:24])=[CH:20][CH:19]=1 |f:3.4|. Run in C(Cl)Cl (CH2Cl2), C(Cl)Cl (CH2Cl2). Conditions: temperature -70 celsius, time 1 hour. Yield: 115.7%. Reported procedure: A solution of BBr3 in CH2Cl2 (1.0M, 9.60 ml, 9.60 mmol) is added dropwise to a solution of 5,6-dimethoxy-3-(4-methoxyphenyl)indene (0.60 g, 2.23 mmol) in 2 ml of CH2Cl2, cooled to -70° C. The red solution obtained is heated at room temperature and stirred for 1 h at this temperature. The reaction mixture is poured into a mixture of ice-water and AcOEt. The aqueous phase is saturated with NaCl then extracted twice with AcOEt. The organic phases collected are washed with saturated aqueous NaCl sol... Yields the product OC=1C=C2C(=CCC2=CC1O)C1=CC=C(C=C1)O (5,6-Dihydroxy-3-(4-hydroxyphenyl)indene). Starting materials: C(C1=CC=CC=C1)OC(=O)[C@H]1N(CCCC1)S(=O)(=O)C1=CC(=CC=C1)F ((S)-1-(3-fluoro-benzenesulfonyl)-piperidine-2-carboxylic acid benzyl ester). The reagents and catalysts are [Pd] (Pd on carbon). The solvent is C(C)O (ethanol). Reaction conditions: time 3 hour. Product: FC=1C=C(C=CC1)S(=O)(=O)N1C(CCCC1)C(=O)O (1-(3-(Fluoro)-benzenesulfonyl)-piperidine-2-carboxylic acid). Yield: 82.5%. Reaction SMILES: C([O:8][C:9]([C@@H:11]1[CH2:16][CH2:15][CH2:14][CH2:13][N:12]1[S:17]([C:20]1[CH:25]=[CH:24][CH:23]=[C:22]([F:26])[CH:21]=1)(=[O:19])=[O:18])=[O:10])C1C=CC=CC=1>[Pd].C(O)C>[F:26][C:22]1[CH:21]=[C:20]([S:17]([N:12]2[CH2:13][CH2:14][CH2:15][CH2:16][CH:11]2[C:9]([OH:10])=[O:8])(=[O:18])=[O:19])[CH:25]=[CH:24][CH:23]=1. Reported procedure: A mixture of (S)-1-(3-fluoro-benzenesulfonyl)-piperidine-2-carboxylic acid benzyl ester (6.51 g, 17.3 mmol), ethanol (200 mL) and 10% Pd on carbon (1.83 g, 1.70 mmol) was hydrogenated at 30 psi for 3 h. The suspension was then filtered through celite and washed with ethyl acetate. The filtrate was concentrated under reduced pressure. The resulting oil was chromatographed on silica gel (dichloromethane/n-heptane, 9/1) to afford 4.10 g (82.9%) of the title compound. Reactants: C(C)(C)(C)OC(=O)N1CCCC2=CC=C(N=C12)CCOC=1C=C2C=CN(C2=CC1)C(=CC(=O)OCC)C1=CC=CC=C1 (7-{2-[1-(2-ethoxycarbonyl-1-phenyl-vinyl)-1H-indol-5-yloxy]-ethyl}-3,4-dihydro-2H-[1,8]naphthyridine-1-carboxylic acid tert-butyl ester), [H][H] (hydrogen). Reagents/catalysts: [Pd] (Palladium on activated carbon). The solvent is CO (methanol). Yields the product C(C)(C)(C)OC(=O)N1CCCC2=CC=C(N=C12)CCOC=1C=C2C=CN(C2=CC1)C(CC(=O)OCC)C1=CC=CC=C1 (7-{2-[1-(2-Ethoxycarbonyl-1-phenyl-ethyl)-1H-indol-5-yloxy]-ethyl}-3,4-dihydro-2H-[1,8]naphthyridine-1-carboxylic acid tert-butyl ester). Isolated yield 95.7%. RXN SMILES: [C:1]([O:5][C:6]([N:8]1[C:17]2[C:12](=[CH:13][CH:14]=[C:15]([CH2:18][CH2:19][O:20][C:21]3[CH:22]=[C:23]4[C:27](=[CH:28][CH:29]=3)[N:26]([C:30]([C:37]3[CH:42]=[CH:41][CH:40]=[CH:39][CH:38]=3)=[CH:31][C:32]([O:34][CH2:35][CH3:36])=[O:33])[CH:25]=[CH:24]4)[N:16]=2)[CH2:11][CH2:10][CH2:9]1)=[O:7])([CH3:4])([CH3:3])[CH3:2].[H][H]>[Pd].CO>[C:1]([O:5][C:6]([N:8]1[C:17]2[C:12](=[CH:13][CH:14]=[C:15]([CH2:18][CH2:19][O:20][C:21]3[CH:22]=[C:23]4[C:27](=[CH:28][CH:29]=3)[N:26]([CH:30]([C:37]3[CH:42]=[CH:41][CH:40]=[CH:39][CH:38]=3)[CH2:31][C:32]([O:34][CH2:35][CH3:36])=[O:33])[CH:25]=[CH:24]4)[N:16]=2)[CH2:11][CH2:10][CH2:9]1)=[O:7])([CH3:2])([CH3:3])[CH3:4]. Procedure: 10% Palladium on activated carbon (0.06 g) was added to 7-{2-[1-(2-ethoxycarbonyl-1-phenyl-vinyl)-1H-indol-5-yloxy]-ethyl}-3,4-dihydro-2H-[1,8]naphthyridine-1-carboxylic acid tert-butyl ester (0.50 g, 0.88 mmol) in methanol (10 mL) under argon. The solution was exposed to a hydrogen atmosphere (50 psi) using a Parr shaker for 24 h. The reaction was filtered through celite and washed with methanol. The filtrate was concentrated in vacuo to yield the title compound (0.48 g, 98%). 1H NMR (CDCl3) δ ... The product is C(C)(C)(C)OCCC1(SC2=C(S1)C(=C1C(SC(S1)(CCOC(C)(C)C)CCOC(C)(C)C)=C2)I)CCOC(C)(C)C (2,2,6,6-Tetra(t-butoxyethyl)4-iodo-benzo[1,2-d:4,5-d']bis(1,3) dithiole). RXN SMILES: [C:1]([O:5][CH2:6][CH2:7][C:8]1([CH2:34][CH2:35][O:36][C:37]([CH3:40])([CH3:39])[CH3:38])[S:12][C:11]2[CH:13]=[C:14]3[S:18][C:17]([CH2:26][CH2:27][O:28][C:29]([CH3:32])([CH3:31])[CH3:30])([CH2:19][CH2:20][O:21][C:22]([CH3:25])([CH3:24])[CH3:23])[S:16][C:15]3=[CH:33][C:10]=2[S:9]1)([CH3:4])([CH3:3])[CH3:2].[I:41]I.S(=O)(O)[O-].[Na+]>>[C:29]([O:28][CH2:27][CH2:26][C:17]1([CH2:19][CH2:20][O:21][C:22]([CH3:25])([CH3:24])[CH3:23])[S:18][C:14]2[C:13]([I:41])=[C:11]3[S:12][C:8]([CH2:34][CH2:35][O:36][C:37]([CH3:40])([CH3:39])[CH3:38])([CH2:7][CH2:6][O:5][C:1]([CH3:4])([CH3:3])[CH3:2])[S:9][C:10]3=[CH:33][C:15]=2[S:16]1)([CH3:32])([CH3:31])[CH3:30] |f:2.3|. Starting materials: C(C)(C)(C)OCCC1(SC2=C(S1)C=C1C(SC(S1)(CCOC(C)(C)C)CCOC(C)(C)C)=C2)CCOC(C)(C)C (2,2,6,6-tetra(t-butoxyethyl)benzo[1,2-d:4,5-d']bis(1,3)dithiole), II (iodine), S([O-])(O)=O.[Na+] (sodium bisulphite). Procedure details: A dry flask under argon was charged with 2,2,6,6-tetra(t-butoxyethyl)benzo[1,2-d:4,5-d']bis(1,3)dithiole (60.0 g, 95.08 mmol) and dry tetrahydroturan (2000 ml). The mixture was cooled to -20° C. and n-Butyl lithium (76 ml of a 2.5 M solution in hexane, 0.19 mol) was added over 3 minutes. The mixture was stirred for 20 minutes at -20° C. and then a solution of iodine (120 g, 0.475 mol) in tetrahydroturan (500 ml) was added. The reaction mixture was poured into an aqueous sodium bisulphite solutio... Reaction conditions: temperature -20 celsius, time 20 minute. The reactants are [BH4-], C=CCc1c(Cl)ncnc1N(C(=O)OC(C)(C)C)c1ccc(Br)cc1F, CO, ClCCl, [Na+]. The product is CC(C)(C)OC(=O)N(c1ccc(Br)cc1F)c1ncnc(Cl)c1CCO. Reaction SMILES: [BH4-:27].[Br:1][c:2]1[cH:3][c:4]([F:26])[c:5]([N:8]([C:9]([O:10][C:11]([CH3:12])([CH3:13])[CH3:14])=[O:15])[c:16]2[n:17][cH:18][n:19][c:20]([Cl:25])[c:21]2[CH2:22][CH:23]=[CH2:24])[cH:6][cH:7]1.[CH3:29][OH:30].[Cl:31][CH2:32][Cl:33].[Na+:28]>>[Br:1][c:2]1[cH:3][c:4]([F:26])[c:5]([N:8]([C:9]([O:10][C:11]([CH3:12])([CH3:13])[CH3:14])=[O:15])[c:16]2[n:17][cH:18][n:19][c:20]([Cl:25])[c:21]2[CH2:22][CH2:23][OH:30])[cH:6][cH:7]1. Reactants: ClC1=C(C(=CC=C1)Cl)C1=CN2C(=NC(=C(C2C2=C(C=CC=C2)OC)C(=O)OCC)C)S1 (ethyl (RS)-2-(2,6-dichlorophenyl)-5-(2-methoxyphenyl)-7-methyl-5H-thiazolo[3,2-a]pyrimidine-6-carboxylate), C(C)OCC (diethyl ether). Run in methanolic hydrochloric solution. Yields the product Cl.ClC1=C(C(=CC=C1)Cl)C1=CN2C(=NC(=C(C2C2=CC=C(C=C2)OC)C(=O)OCC)C)S1 (ethyl (RS)-2-(2,6-dichlorophenyl)-5-(4-methoxyphenyl)-7-methyl-5H-thiazolo[3,2-a]pyrimidine-6-carboxylate hydrochloride). Yield: 79.0%. RXN SMILES: [Cl:1][C:2]1[CH:7]=[CH:6][CH:5]=[C:4]([Cl:8])[C:3]=1[C:9]1[S:31][C:12]2=[N:13][C:14]([CH3:30])=[C:15]([C:25]([O:27][CH2:28][CH3:29])=[O:26])[CH:16]([C:17]3[CH:22]=[CH:21][CH:20]=[CH:19][C:18]=3OC)[N:11]2[CH:10]=1.[CH2:32]([O:34]CC)C>>[ClH:1].[Cl:1][C:2]1[CH:7]=[CH:6][CH:5]=[C:4]([Cl:8])[C:3]=1[C:9]1[S:31][C:12]2=[N:13][C:14]([CH3:30])=[C:15]([C:25]([O:27][CH2:28][CH3:29])=[O:26])[CH:16]([C:17]3[CH:22]=[CH:21][C:20]([O:34][CH3:32])=[CH:19][CH:18]=3)[N:11]2[CH:10]=1 |f:2.3|. Procedure details: 1.82 g (3.83 mmol) of ethyl (RS)-2-(2,6-dichlorophenyl)-5-(2-methoxyphenyl)-7-methyl-5H-thiazolo[3,2-a]pyrimidine-6-carboxylate were dissolved in 20 ml of methanolic hydrochloric solution (2.6N) while stirring and treated with 100 ml of diethyl ether. After 15 h. the crystals were filtered off. There were obtained 1.55 g (79%) of ethyl (RS)-2-(2,6-dichlorophenyl)-5-(4-methoxyphenyl)-7-methyl-5H-thiazolo[3,2-a]pyrimidine-6-carboxylate hydrochloride as a light yellow solid with m.p. 233° C. Starting materials: BrC1=CC(=C(C=C1)C=1N=CC(=NC1)N)F (5-(4-bromo-2-fluorophenyl)pyrazin-2-amine), C(C)(=O)C1=C(C=CC=C1)B(O)O ((2-acetylphenyl)boronic acid). Product: NC=1N=CC(=NC1)C1=C(C=C(C=C1)C1=C(C=CC=C1)C(C)=O)F (1-[4′-(5-Aminopyrazin-2-yl)-3′-fluorobiphenyl-2-yl]ethanone). Reaction SMILES: Br[C:2]1[CH:7]=[CH:6][C:5]([C:8]2[N:9]=[CH:10][C:11]([NH2:14])=[N:12][CH:13]=2)=[C:4]([F:15])[CH:3]=1.[C:16]([C:19]1[CH:24]=[CH:23][CH:22]=[CH:21][C:20]=1B(O)O)(=[O:18])[CH3:17]>>[NH2:14][C:11]1[N:12]=[CH:13][C:8]([C:5]2[CH:6]=[CH:7][C:2]([C:20]3[CH:21]=[CH:22][CH:23]=[CH:24][C:19]=3[C:16](=[O:18])[CH3:17])=[CH:3][C:4]=2[F:15])=[N:9][CH:10]=1. Procedure details: The title compound was prepared using analogous conditions to those described in Example 1 utilizing 5-(4-bromo-2-fluorophenyl)pyrazin-2-amine and (2-acetylphenyl)boronic acid. MS (ESI): mass calcd. for C18H14FN3O, 307.11; m/z found, 307.9 [M+H]+. 1H NMR (400 MHz, DMSO-d6) δ 8.39 (s, 1H), 8.03 (d, J=1.2, 1H), 7.91 (m, 1H), 7.69 (d, J=7.5, 1H), 7.61 (m, 1H), 7.53 (d, J=7.5, 1H), 7.48 (d, J=8.2, 1H), 7.26 (d, J=12.4, 1H), 7.19 (dd, J=8.0, 1.3, 1H), 6.75 (s, 2H), 2.31 (s, 3H).